The task is: describe an organic reaction: reactants, conditions, products, and yield. This data is from the Open Reaction Database (ORD), a public repository of structured organic reaction records. The reactants are COC=1C(=CC=CC1)N (o-anisidine), C=O (paraformaldehyde), CN1C(=O)NC(=O)C1 (1-methylhydantoin). Solvent: C(C)O (ethanol), CCOCC (ether). Yields the product CN1C(=O)N(C(=O)C1)CNC1=C(C=CC=C1)OC (1-methyl-3-(2-methoxyphenylaminomethyl)hydantoin). The yield is 48.2%. Reaction SMILES: [CH3:1][O:2][C:3]1[C:4]([NH2:9])=[CH:5][CH:6]=[CH:7][CH:8]=1.[CH2:10]=O.[CH3:12][N:13]1[CH2:19][C:17](=[O:18])[NH:16][C:14]1=[O:15]>C(O)C.CCOCC>[CH3:12][N:13]1[CH2:19][C:17](=[O:18])[N:16]([CH2:10][NH:9][C:4]2[CH:5]=[CH:6][CH:7]=[CH:8][C:3]=2[O:2][CH3:1])[C:14]1=[O:15]. Reported procedure: A mixture of 12.3 g of o-anisidine, 3.3 g of paraformaldehyde, and 11.4 g of 1-methylhydantoin in 100 ml of absolute ethanol was refluxed for 8 hrs under nitrogen atmosphere. At the end of this time, the solution was cooled on a dry ice-acetone bath and the solvent was decanted to leave a viscous oil. The oil was dissolved in 800 ml of ether and the etheral solution was allowed to evaporate slowly at room temperature. The resulting precipitate was filtered to give 12 g of 1-methyl-3-(2-methoxyph... The reactants are C([C@@H](O)C)(=O)O (L-lactic acid), CCC(CC)O (3-pentanol), OS(=O)(=O)O (H2SO4). Solvent: O (water). The product is C([C@@H](O)C)(=O)OC(CC)CC (L-Lactic acid, 3-pentyl ester). As a reaction SMILES: [C:1]([OH:6])(=[O:5])[C@H:2]([CH3:4])[OH:3].[CH3:7][CH2:8][CH:9](O)[CH2:10][CH3:11].OS(O)(=O)=O>O>[C:1]([O:6][CH:9]([CH2:10][CH3:11])[CH2:8][CH3:7])(=[O:5])[C@H:2]([CH3:4])[OH:3]. Procedure: A mixture of 180 g of L-lactic acid, 528 g of 3-pentanol and 1 ml of conc. H2SO4 was refluxed in a Dean-Stark apparatus, until no more water formed (ca. 3 hours). The mixture was washed with water, NaHCO3 solution and brine, dried (MgSO4) and distilled to yield the title compound, boiling point 79°-81° C. at 15 mm of Hg. Reactants: NC1=C(C(=O)O)C=CC=N1 (2-aminonicotinic acid), FC=1C=C2C(C(NC2=CC1)=O)=O (5-fluoroisatin), N1C(=O)C(=O)C2=CC=CC=C12 (isatin). Product: FC=1C=C2C(C3=NC4=NC=CN=C4C(N3C2=CC1)=O)=O (8-Fluoroindolo[2,1-b]pteridine-6,12-dione). The yield is 6.0%. RXN SMILES: [NH2:1][C:2]1[N:10]=[CH:9][CH:8]=C[C:3]=1[C:4](O)=[O:5].[F:11][C:12]1[CH:13]=[C:14]2[C:18](=[CH:19][CH:20]=1)[NH:17][C:16](=O)[C:15]2=[O:22].[NH:23]1C2C(=CC=CC=2)C(=O)C1=O>>[F:11][C:12]1[CH:13]=[C:14]2[C:18](=[CH:19][CH:20]=1)[N:17]1[C:16](=[N:1][C:2]3[C:3]([C:4]1=[O:5])=[N:23][CH:8]=[CH:9][N:10]=3)[C:15]2=[O:22]. Reported procedure: Using the procedure in Example 56, and substituting 3-aminopyrazine-2-carboxylic acid for 2-aminonicotinic acid and 5-fluoroisatin for isatin gave 79 mg (6%) of the title compound: mp 336° C. (dec); 1H NMR(DMSO-d6) δ 7.65-8.00 (m, 2H), 8.50 (s, 1H), 9.05-9.20 (m, 2H); MS (M+H)+ 269. The reactants are [Cl-].[Na+] (sodium chloride), ( 2 ), [N-]=[N+]=[N-].[Na+] (sodium azide), Cl.ClCC1=CC2=C(C=N1)OCCO2 (7-(chloromethyl)-2,3-dihydro(1,4)dioxino(2,3-c)pyridine hydrochloride), C(O)([O-])=O.[Na+] (sodium hydrogen carbonate). Run in C(C)(=O)OCC (ethyl acetate), O (water), ClCCl (dichloromethane), O (water), CN(C=O)C (N,N-dimethylformamide). Run at temperature 40 celsius, time 2 hour. Yields the product N(=[N+]=[N-])CC1=CC2=C(C=N1)OCCO2 (7-(azidomethyl)-2,3-dihydro-(1,4)dioxino(2,3-c)pyridine). As a reaction SMILES: Cl.Cl[CH2:3][C:4]1[N:9]=[CH:8][C:7]2[O:10][CH2:11][CH2:12][O:13][C:6]=2[CH:5]=1.C(=O)([O-])O.[Na+].[Cl-].[Na+].[N-:21]=[N+:22]=[N-:23].[Na+]>C(OCC)(=O)C.O.CN(C)C=O.ClCCl>[N:21]([CH2:3][C:4]1[N:9]=[CH:8][C:7]2[O:10][CH2:11][CH2:12][O:13][C:6]=2[CH:5]=1)=[N+:22]=[N-:23] |f:0.1,2.3,4.5,6.7|. Reported procedure: To 30 mL of a tetrahydrofuran solution containing 0.60 g of 2,3-dihydro(1,4)dioxino(2,3-c)pyridin-7-ylmethanol, 0.40 mL of thionyl chloride was added under cooling with ice, the mixture was stirred at the same temperature for 20 minutes, and the solvent was removed under reduced pressure. The residue thus obtained was added with tetrahydrofuran, and a solid substance was collected by filtration to obtain 0.75 g of a white solid, 7-(chloromethyl)-2,3-dihydro(1,4)dioxino(2,3-c)pyridine hydrochlori...